From a dataset of the Open Reaction Database (ORD), a public repository of structured organic reaction records. describe an organic reaction: reactants, conditions, products, and yield Reactants: CC(C)OC(=O)N1CCC(COS(C)(=O)=O)CC1, CS(=O)(=O)c1ccc(-c2cnc(O)cn2)c(F)c1, [K+], [K+], O=C([O-])[O-], CN(C)C=O. Yields the product CC(C)OC(=O)N1CCC(COc2cnc(-c3ccc(S(C)(=O)=O)cc3F)cn2)CC1. As a reaction SMILES: [CH3:19][S:20]([O:21][CH2:24][CH:25]1[CH2:26][CH2:27][N:28]([C:31](=[O:32])[O:33][CH:34]([CH3:35])[CH3:36])[CH2:29][CH2:30]1)(=[O:22])=[O:23].[F:1][c:2]1[c:3](-[c:12]2[n:13][cH:14][c:15]([OH:18])[n:16][cH:17]2)[cH:4][cH:5][c:6]([S:8](=[O:9])(=[O:10])[CH3:11])[cH:7]1.[K+:37].[K+:38].[O-:39][C:40]([O-:41])=[O:42].[O:43]=[CH:44][N:45]([CH3:46])[CH3:47]>>[F:1][c:2]1[c:3](-[c:12]2[n:13][cH:14][c:15]([O:18][CH2:24][CH:25]3[CH2:26][CH2:27][N:28]([C:31](=[O:32])[O:33][CH:34]([CH3:35])[CH3:36])[CH2:29][CH2:30]3)[n:16][cH:17]2)[cH:4][cH:5][c:6]([S:8](=[O:9])(=[O:10])[CH3:11])[cH:7]1.